This data is from the Open Reaction Database (ORD), a public repository of structured organic reaction records. The task is: describe an organic reaction: reactants, conditions, products, and yield Starting materials: Cc1nc(-c2cc3cc(Cc4ccccc4)ccc3o2)ccc1C=O, CC(=O)O, CO, CCOCC, Cl, O=C(O)C1CNC1. The product is Cc1nc(-c2cc3cc(Cc4ccccc4)ccc3o2)ccc1CN1CC(C(=O)O)C1. RXN SMILES: [CH2:1]([c:2]1[cH:3][cH:4][cH:5][cH:6][cH:7]1)[c:8]1[cH:9][cH:10][c:11]2[c:12]([cH:13][c:14](-[c:16]3[n:17][c:18]([CH3:24])[c:19]([CH:20]=[O:21])[cH:22][cH:23]3)[o:15]2)[cH:25]1.[CH3:33][C:34](=[O:35])[OH:36].[CH3:37][OH:38].[CH3:40][CH2:41][O:42][CH2:43][CH3:44].[ClH:39].[NH:26]1[CH2:27][CH:28]([C:30](=[O:31])[OH:32])[CH2:29]1>>[CH2:1]([c:2]1[cH:3][cH:4][cH:5][cH:6][cH:7]1)[c:8]1[cH:9][cH:10][c:11]2[c:12]([cH:13][c:14](-[c:16]3[n:17][c:18]([CH3:24])[c:19]([CH2:20][N:26]4[CH2:27][CH:28]([C:30](=[O:31])[OH:32])[CH2:29]4)[cH:22][cH:23]3)[o:15]2)[cH:25]1. Reactants: II (Iodine), C(C)(C)(C)OC(NCCC1CNC(C=2N1C=C(C2)C2=CC(=CC=C2)OC(F)(F)F)=O)=O (tert-butyl(2-{1-oxo-7-[3-(trifluoromethoxy)phenyl]-1,2,3,4-tetrahydropyrrolo[1,2-a]pyrazin-4-yl}ethyl)carbamate). Reagents/catalysts: FC(C(=O)[O-])(F)F.[Ag+] (silver trifluoroacetate). Run in C(Cl)Cl (DCM). Conditions: time 1 hour. Product: C(C)(C)(C)OC(NCCC1CNC(C=2N1C(=C(C2)C2=CC(=CC=C2)OC(F)(F)F)I)=O)=O (tert-butyl(2-{6-iodo-1-oxo-7-[3-(trifluoromethoxy)phenyl]-1,2,3,4-tetrahydropyrrolo[1,2-a]pyrazin-4-yl}ethyl)carbamate). Isolated yield 99.9%. As a reaction SMILES: [I:1]I.[C:3]([O:7][C:8](=[O:33])[NH:9][CH2:10][CH2:11][CH:12]1[N:17]2[CH:18]=[C:19]([C:21]3[CH:26]=[CH:25][CH:24]=[C:23]([O:27][C:28]([F:31])([F:30])[F:29])[CH:22]=3)[CH:20]=[C:16]2[C:15](=[O:32])[NH:14][CH2:13]1)([CH3:6])([CH3:5])[CH3:4]>C(Cl)Cl.FC(F)(F)C([O-])=O.[Ag+]>[C:3]([O:7][C:8](=[O:33])[NH:9][CH2:10][CH2:11][CH:12]1[N:17]2[C:18]([I:1])=[C:19]([C:21]3[CH:26]=[CH:25][CH:24]=[C:23]([O:27][C:28]([F:29])([F:30])[F:31])[CH:22]=3)[CH:20]=[C:16]2[C:15](=[O:32])[NH:14][CH2:13]1)([CH3:6])([CH3:4])[CH3:5] |f:3.4|. Procedure: Iodine (450 mg 1.77 mmol) was added portion wise to a solution of tert-butyl(2-{1-oxo-7-[3-(trifluoromethoxy)phenyl]-1,2,3,4-tetrahydropyrrolo[1,2-a]pyrazin-4-yl}ethyl)carbamate (780 mg 1.77 mmol) and silver trifluoroacetate (392 mg, 1.77 mmol) in dry DCM (100 ml), at 5° C. The reaction mixture was stirred at the same temperature for 1 hour, then the ice bath removed and left to warm to rt (1 h). The solid was filtered, the organic phase washed with Na2S2O5 (5% aq. solution) until decolouration ...